From a dataset of the Open Reaction Database (ORD), a public repository of structured organic reaction records. describe an organic reaction: reactants, conditions, products, and yield The reactants are C(C)(=O)C=1C(=NC(=NC1C)C1=CC=CC=C1)C1=CC=C(C=C1)[N+](=O)[O-] (5-acetyl-6-methyl-4-(4-nitrophenyl)-2-phenyl-pyrimidine), [BH4-].[Na+] (sodium borohydride). The solvent is CO (methanol), O1CCCC1 (tetrahydrofuran). Conditions: time 2 hour. The product is OC(C)C=1C(=NC(=NC1C)C1=CC=CC=C1)C1=CC=C(C=C1)[N+](=O)[O-] (5-(1-hydroxyethyl)-6-methyl-4-(4-nitrophenyl)-2-phenylpyrimidine). Yield: 19.9%. RXN SMILES: [C:1]([C:4]1[C:5]([C:17]2[CH:22]=[CH:21][C:20]([N+:23]([O-:25])=[O:24])=[CH:19][CH:18]=2)=[N:6][C:7]([C:11]2[CH:16]=[CH:15][CH:14]=[CH:13][CH:12]=2)=[N:8][C:9]=1[CH3:10])(=[O:3])[CH3:2].[BH4-].[Na+]>CO.O1CCCC1>[OH:3][CH:1]([C:4]1[C:5]([C:17]2[CH:18]=[CH:19][C:20]([N+:23]([O-:25])=[O:24])=[CH:21][CH:22]=2)=[N:6][C:7]([C:11]2[CH:12]=[CH:13][CH:14]=[CH:15][CH:16]=2)=[N:8][C:9]=1[CH3:10])[CH3:2] |f:1.2|. Reported procedure: The mixture of 5-acetyl-6-methyl-4-(4-nitrophenyl)-2-phenyl-pyrimidine (1.5 g) and sodium borohydride (170 mg) in methanol (15 ml) and tetrahydrofuran (20 ml) was stirred for 2 hours at 5°-7° C. with ice cooling. The mixture was extracted with chloroform (100 ml) and 10% aqueous hydrochloric acid (50 ml). The separated organic layer was washed successively with saturated sodium hydrogen carbonate, saturated aqueous sodium chloride, dried over magnesium sulfate and evaporated in vacuo. The residu... The reactants are ClCCCNC(C(=O)OCC)(C)C (ethyl 2-(3-chloropropylamino)isobutyrate), FC1=C(C=CC=C1)N=C=O (2-fluoropheyl isocyanate), O (Water). Run in C1(=CC=CC=C1)C (toluene). Conditions: temperature 0 celsius, time 8 hour. Product: FC1=C(C=CC=C1)NC(N(CCCCl)C(C(=O)OCC)(C)C)=O (ethyl 2-[3-(2-fluorophenyl)-1-(3-chloropropyl)ureido]isobutyrate). The yield is 87.5%. Reaction SMILES: [Cl:1][CH2:2][CH2:3][CH2:4][NH:5][C:6]([CH3:13])([CH3:12])[C:7]([O:9][CH2:10][CH3:11])=[O:8].[F:14][C:15]1[CH:20]=[CH:19][CH:18]=[CH:17][C:16]=1[N:21]=[C:22]=[O:23].O>C1(C)C=CC=CC=1>[F:14][C:15]1[CH:20]=[CH:19][CH:18]=[CH:17][C:16]=1[NH:21][C:22](=[O:23])[N:5]([C:6]([CH3:12])([CH3:13])[C:7]([O:9][CH2:10][CH3:11])=[O:8])[CH2:4][CH2:3][CH2:2][Cl:1]. Reported procedure: A solution of ethyl 2-(3-chloropropylamino)isobutyrate (7.5 g) prepared according to Example 3-(1) in toluene (45 mL) was cooled to 0° C. To the solution was added 2-fluoropheyl isocyanate (5 g), and the mixture was stirred overnight at 0° C. to room temperature. Water was added to the reaction solution and the resulting mixture was extracted with ethyl acetate. The organic layer was washed with water and dried over anhydrous sodium sulfate. The solvent was distilled off under reduced pressure t...